From a dataset of the Open Reaction Database (ORD), a public repository of structured organic reaction records. describe an organic reaction: reactants, conditions, products, and yield Reactants: C(C1=CC=CC=C1)OC1=CC=C(C=C1)C1S(N=C(OC1(C)C)N[C@@H](CCO[Si](C)(C)C(C)(C)C)C1=CC=CC=C1)(=O)=O ([5-(4-benzyloxyphenyl)-6,6-dimethyl-4,4-dioxo-5,6-dihydro-4H-4lambda6-1,4,3-oxathiazin-2-yl]-[(S)-3-(tert-butyldimethylsilanyloxy)-1-phenylpropyl]amine), Cl (hydrochloric acid), [OH-].[Na+] (sodium hydroxide). The solvent is CO (methanol). Conditions: time 1 hour. Product: C(C1=CC=CC=C1)OC1=CC=C(C=C1)C1S(N=C(OC1(C)C)N[C@@H](CCO)C1=CC=CC=C1)(=O)=O ((S)-3-[5-(4-Benzyloxyphenyl)-6,6-dimethyl-4,4-dioxo-5,6-dihydro-4H-4lambda6-1,4,3-oxathiazin-2-ylamino]-3-phenylpropan-1-ol). Isolated yield 60.6%. Reaction SMILES: [CH2:1]([O:8][C:9]1[CH:14]=[CH:13][C:12]([CH:15]2[C:20]([CH3:22])([CH3:21])[O:19][C:18]([NH:23][C@H:24]([C:35]3[CH:40]=[CH:39][CH:38]=[CH:37][CH:36]=3)[CH2:25][CH2:26][O:27][Si](C(C)(C)C)(C)C)=[N:17][S:16]2(=[O:42])=[O:41])=[CH:11][CH:10]=1)[C:2]1[CH:7]=[CH:6][CH:5]=[CH:4][CH:3]=1.Cl.[OH-].[Na+]>CO>[CH2:1]([O:8][C:9]1[CH:10]=[CH:11][C:12]([CH:15]2[C:20]([CH3:22])([CH3:21])[O:19][C:18]([NH:23][C@H:24]([C:35]3[CH:36]=[CH:37][CH:38]=[CH:39][CH:40]=3)[CH2:25][CH2:26][OH:27])=[N:17][S:16]2(=[O:41])=[O:42])=[CH:13][CH:14]=1)[C:2]1[CH:7]=[CH:6][CH:5]=[CH:4][CH:3]=1 |f:2.3|. Procedure: To detach the protecting group, 40 mg of [5-(4-benzyloxyphenyl)-6,6-dimethyl-4,4-dioxo-5,6-dihydro-4H-4lambda6-1,4,3-oxathiazin-2-yl]-[(S)-3-(tert-butyldimethylsilanyloxy)-1-phenylpropyl]amine were dissolved in 5 ml of methanol and, after addition of 1 ml of 2 N hydrochloric acid, stirred at room temperature for 1 hour. The reaction solution was neutralized with 2 ml of 1 N aqueous sodium hydroxide solution and concentrated by rotary evaporation, and the residue was purified in a purification la... Reactants: NC1=CC=C(C=C1)C=1N=CNC1 (4-(p-aminophenyl)-1-H-imidazole), C(C)(C)(C)[N+]#[C-] (t-butylisonitrile), AgCl, N1C=NC=C1 (imidazole), C (charcoal), Cl (HCl), [OH-].[Na+] (NaOH). Solvent: C(C)(=O)OCC (ethyl acetate). Conditions: temperature 100 celsius. Product: C(CCC)C(=NC1=CC=C(C=C1)C=1N=CNC1)N (Butyl-N'-[4-(imidazol-4-yl)-phenyl]-formamidine). Isolated yield 97.1%. RXN SMILES: [NH2:1][C:2]1[CH:7]=[CH:6][C:5]([C:8]2[N:9]=[CH:10][NH:11][CH:12]=2)=[CH:4][CH:3]=1.[C:13]([N+]#[C-])(C)([CH3:15])[CH3:14].N1[CH:23]=[CH:22][N:21]=C1.Cl.[OH-].[Na+].C>C(OCC)(=O)C>[CH2:23]([C:22]([NH2:21])=[N:1][C:2]1[CH:3]=[CH:4][C:5]([C:8]2[N:9]=[CH:10][NH:11][CH:12]=2)=[CH:6][CH:7]=1)[CH2:14][CH2:13][CH3:15] |f:4.5|. Reported procedure: A mixture of 2.3 gm of 4-(p-aminophenyl)-1-H-imidazole, 1.25 gm of t-butylisonitrile, 0.2 gm of AgCl, and 0.11 gm of imidazole was heated at 100° C. for 13 hours. The thick reaction mixture was treated with 10% HCl and ethyl acetate. The acid solution was adjusted to pH 6.5 with 10% NaOH, treated with charcoal, filtered, and adjusted to an alkaline pH. The layer which separated was extracted with ethyl acetate. After drying, the organic solution was evaporated to dryness to yield 0.38 gm of the ...